This data is from the Open Reaction Database (ORD), a public repository of structured organic reaction records. The task is: describe an organic reaction: reactants, conditions, products, and yield Reactants: ClC(Cl)Cl, O=c1c2ccccc2nc(-c2ccccc2)n1CCO, O=S(Cl)Cl. Product: O=c1c2ccccc2nc(-c2ccccc2)n1CCCl. RXN SMILES: [Cl:25][CH:26]([Cl:27])[Cl:28].[OH:1][CH2:2][CH2:3][n:4]1[c:5](-[c:15]2[cH:16][cH:17][cH:18][cH:19][cH:20]2)[n:6][c:7]2[cH:8][cH:9][cH:10][cH:11][c:12]2[c:13]1=[O:14].[S:21]([Cl:22])([Cl:23])=[O:24]>>[CH2:2]([CH2:3][n:4]1[c:5](-[c:15]2[cH:16][cH:17][cH:18][cH:19][cH:20]2)[n:6][c:7]2[cH:8][cH:9][cH:10][cH:11][c:12]2[c:13]1=[O:14])[Cl:23].